This data is from the Open Reaction Database (ORD), a public repository of structured organic reaction records. The task is: describe an organic reaction: reactants, conditions, products, and yield Solvent: FC(C(=O)O)(F)F (trifluoroacetic acid). The reactants are Cl.CNC1CCC2=C(C=3NC(C(NC3C=C2)=O)=O)C1 (9-Methylamino-1,2,3,4,7,8,9,10-octahydrobenzo[f]quinoxaline-2,3-dione hydrochloride), [N+](=O)(O)[O-] (nitric acid). Reaction SMILES: Cl.[CH3:2][NH:3][CH:4]1[CH2:19][C:8]2[C:9]3[NH:10][C:11](=[O:18])[C:12](=[O:17])[NH:13][C:14]=3[CH:15]=[CH:16][C:7]=2[CH2:6][CH2:5]1.[N+:20]([O-])([OH:22])=[O:21]>FC(F)(F)C(O)=O>[CH3:2][NH:3][CH:4]1[CH2:19][C:8]2[C:9]3[NH:10][C:11](=[O:18])[C:12](=[O:17])[NH:13][C:14]=3[CH:15]=[C:16]([N+:20]([O-:22])=[O:21])[C:7]=2[CH2:6][CH2:5]1 |f:0.1|. The product is CNC1CCC2=C(C=3NC(C(NC3C=C2[N+](=O)[O-])=O)=O)C1 (9-Methylamino-6-nitro-1,4,7,8,9,10-hexahydrobenzo[f]quinoxaline-2,3-dione). Procedure details: 9-Methylamino-1,2,3,4,7,8,9,10-octahydrobenzo[f]quinoxaline-2,3-dione hydrochloride (1 g, 3.5 mmol) was nitrated using fuming nitric acid (1 mL) and trifluoroacetic acid (30 mL) from 0° C. to room temperature for 1 h. The solvent was removed and their residue triturated in acetone:water and collected by filtration and dried to give the product (1.1 g). Calc'd for C13H14N4O4.HCl: C, 47.79; H, 4.63; N, 17.15; found: C, 43.36; H, 4.22; N, 18.85. MS M+1 (291).